From a dataset of the Open Reaction Database (ORD), a public repository of structured organic reaction records. describe an organic reaction: reactants, conditions, products, and yield The reactants are O1C(=CC=C1)C=1OC(=C(N1)COC1=C(C=C(C=C1)CCCC(=O)OC(C)C)OC)C (isopropyl 4-[4-[2-(2-furyl)-5-methyl-4-oxazolylmethoxy]-3-methoxyphenyl]butanoate), CN(C=O)C (N,N-dimethylformamide), C(C(=O)OC(C)C)(=O)OC(C)C (diisopropyl oxalate), [H-].[Na+] (sodium hydride), CN(C=O)C (N,N-dimethylformamide), C1(=CC=CC=C1)C (toluene), C1(=CC=CC=C1)C (toluene), ice water. Solvent: C(C)(=O)OCC (ethyl acetate). Reaction conditions: time 1 hour. Product: O1C(=CC=C1)C=1OC(=C(N1)COC1=C(C=C(C=C1)CCCC(C(=O)OC(C)C)O)OC)C (isopropyl (±)-5-[4-[2-(2-furyl)-5-methyl-4-oxazolylmethoxy]-3-methoxyphenyl]-2-hydroxypentanoate). Yield: 33.0%. As a reaction SMILES: [O:1]1[CH:5]=[CH:4][CH:3]=[C:2]1[C:6]1[O:7][C:8]([CH3:30])=[C:9]([CH2:11][O:12][C:13]2[CH:18]=[CH:17][C:16](CCCC(OC(C)C)=O)=[CH:15][C:14]=2[O:28][CH3:29])[N:10]=1.CN(C)C=O.[C:36]([O:44][CH:45]([CH3:47])[CH3:46])(=[O:43])[C:37]([O:39]C(C)C)=O.[H-].[Na+].[C:50]1(C)[CH:55]=CC=C[CH:51]=1>C(OCC)(=O)C>[O:1]1[CH:5]=[CH:4][CH:3]=[C:2]1[C:6]1[O:7][C:8]([CH3:30])=[C:9]([CH2:11][O:12][C:13]2[CH:18]=[CH:17][C:16]([CH2:51][CH2:50][CH2:55][CH:37]([OH:39])[C:36]([O:44][CH:45]([CH3:46])[CH3:47])=[O:43])=[CH:15][C:14]=2[O:28][CH3:29])[N:10]=1 |f:3.4|. Procedure: A solution of isopropyl 4-[4-[2-(2-furyl)-5-methyl-4-oxazolylmethoxy]-3-methoxyphenyl]butanoate (100 g) in toluene (30 ml)-N,N-dimethylformamide (DMF) (30 ml) was added dropwise, at 100° C., to a mixture of diisopropyl oxalate (84.3 g), sodium hydride (60% oil, 11.6 g) and toluene (300 ml)-N,N-dimethylformamide (DMF) (30 ml). The mixture was stirred for one hour at the same temperature, which was distributed into ice-water-2N HCl and ethyl acetate. The ethyl acetate layer separated was washed wi...